This data is from the Open Reaction Database (ORD), a public repository of structured organic reaction records. The task is: describe an organic reaction: reactants, conditions, products, and yield Reactants: C(C)OP(=O)(CCCC)C(C(CNC(=O)OC(C)(C)C)C1=CC=C(C=C1)Cl)O (ethyl 3-(N-tert.-butyloxycarbonylamino)-2-(4-chlorophenyl)-1-hydroxy-propyl (n-butyl)phosphinic acid). Yields the product Cl.NCC(C(O)P(O)(=O)CCCC)C1=CC=C(C=C1)Cl (3-amino-2-(4-chlorophenyl)-1-hydroxy-propyl (n-butyl)phosphinic acid hydrochloride). The solvent is Cl (hydrochloric acid). Reported procedure: A solution of 0.35 g of ethyl 3-(N-tert.-butyloxycarbonylamino)-2-(4-chlorophenyl)-1-hydroxy-propyl (n-butyl)phosphinic acid in 10 ml of 5.0M aqueous hydrochloric acid is heated to reflux for 24 hours. The reaction is cooled to room temperature and washed with 3×50 ml dichloromethane and 1×50 ml ether. After evaporation of the aqueous layer the residue is co-evaporated with water (3×50 ml) and absolute ethanol (3×50 ml) and dried in high vacuum to afford 3-amino-2-(4-chlorophenyl)-1-hydroxy-prop... As a reaction SMILES: C([O:3][P:4]([CH:10]([OH:28])[CH:11]([C:21]1[CH:26]=[CH:25][C:24]([Cl:27])=[CH:23][CH:22]=1)[CH2:12][NH:13]C(OC(C)(C)C)=O)([CH2:6][CH2:7][CH2:8][CH3:9])=[O:5])C>Cl>[ClH:27].[NH2:13][CH2:12][CH:11]([C:21]1[CH:26]=[CH:25][C:24]([Cl:27])=[CH:23][CH:22]=1)[CH:10]([P:4]([CH2:6][CH2:7][CH2:8][CH3:9])(=[O:3])[OH:5])[OH:28] |f:2.3|.